Task: describe an organic reaction: reactants, conditions, products, and yield. Dataset: the Open Reaction Database (ORD), a public repository of structured organic reaction records Reactants: 11.0-g, C1CCCCCCC1 (cyclooctane), ClSN(C(=O)NC1=CC(=C(C=C1)Cl)Cl)C (N-chlorothio-N-methyl-N'-(3,4-dichlorophenyl) urea), C(Cl)Cl (methylene dichloride). The product is CN(C(=O)NC1=CC(=C(C=C1)Cl)Cl)SC1C(CCCCCC1)Cl (N-methyl-N-(2-chlorocyclooctylthio)-N'-(3,4-dichlorophenyl) urea). RXN SMILES: [CH2:1]1[CH2:8][CH2:7][CH2:6][CH2:5][CH2:4][CH2:3][CH2:2]1.Cl[S:10][N:11]([CH3:23])[C:12]([NH:14][C:15]1[CH:20]=[CH:19][C:18]([Cl:21])=[C:17]([Cl:22])[CH:16]=1)=[O:13].C(Cl)[Cl:25]>>[CH3:23][N:11]([S:10][CH:1]1[CH2:8][CH2:7][CH2:6][CH2:5][CH2:4][CH2:3][CH:2]1[Cl:25])[C:12]([NH:14][C:15]1[CH:20]=[CH:19][C:18]([Cl:21])=[C:17]([Cl:22])[CH:16]=1)=[O:13]. Procedure details: An 11.0-g (0.1 mol) sample of cyclooctane was added dropwise at 0°C. to a solution of 0.1 mol N-chlorothio-N-methyl-N'-(3,4-dichlorophenyl) urea, prepared by a procedure similar to that of Example 3, in methylene dichloride. After the addition was completed, the reaction mixture was washed successively with water, aqueous sodium bicarbonate solution and water, dried over magnesium sulfate and evaporated to give a solid residue. The solid was recrystallized from isopropyl alcohol and washed with ... Starting materials: C(C)(=O)C1=C(NC(=C1C)C1=CC=NC=C1)C=O (3-acetyl-2-formyl-4-methyl-5-(4-pyridyl)-1H-pyrrole), [BH4-].[Na+] (sodium borohydride), O (water). The solvent is C(Cl)Cl (CH2Cl2), CO (methanol). Reaction conditions: time 30 minute. Yields the product C(C)(=O)C1=C(NC(=C1C)C1=CC=NC=C1)CO (3-Acetyl-2-hydroxymethyl-4-methyl-5-(4-pyridyl)-1H-pyrrole). Yield: 23.5%. RXN SMILES: [C:1]([C:4]1[C:8]([CH3:9])=[C:7]([C:10]2[CH:15]=[CH:14][N:13]=[CH:12][CH:11]=2)[NH:6][C:5]=1[CH:16]=[O:17])(=[O:3])[CH3:2].[BH4-].[Na+].O>C(Cl)Cl.CO>[C:1]([C:4]1[C:8]([CH3:9])=[C:7]([C:10]2[CH:11]=[CH:12][N:13]=[CH:14][CH:15]=2)[NH:6][C:5]=1[CH2:16][OH:17])(=[O:3])[CH3:2] |f:1.2|. Reported procedure: To a stirred solution of 3-acetyl-2-formyl-4-methyl-5-(4-pyridyl)-1H-pyrrole (84 mg, 0.37 mmol) in CH2Cl2 (2 mL) and methanol (2 mL) was added sodium borohydride (14 mg, 0.37 mmol) at 0° C. and stirred for 30 minutes at room temperature. The mixture was poured into water (15 mL) and extracted with ethyl acetate-ethanol (10:1, 20 mL×3). The combined organic layers were washed with brine, dried over MgSO4, and evaporated in vactio. Recrystallization from ethyl acetate provided the title compound (... The reactants are CC(C)(C)OC(=O)CCN1CCc2cc(COc3ccc(Cl)c(C(F)(F)F)c3)ccc2C1, C1CCOC1, c1ccc(-c2ccccc2P(C2CCCCC2)C2CCCCC2)cc1, [F-], [K+], CC(=O)[O-], CC(=O)[O-], OB(O)c1ccccc1, [Pd+2]. Product: CC(C)(C)OC(=O)CCN1CCc2cc(COc3ccc(-c4ccccc4)c(C(F)(F)F)c3)ccc2C1. RXN SMILES: [C:1]([CH3:2])([CH3:3])([CH3:4])[O:5][C:6]([CH2:7][CH2:8][N:9]1[CH2:10][c:11]2[cH:12][cH:13][c:14]([CH2:19][O:20][c:21]3[cH:22][c:23]([C:28]([F:29])([F:30])[F:31])[c:24]([Cl:27])[cH:25][cH:26]3)[cH:15][c:16]2[CH2:17][CH2:18]1)=[O:32].[CH2:78]1[O:79][CH2:80][CH2:81][CH2:82]1.[CH:42]1([P:43]([c:44]2[cH:45][cH:46][cH:47][cH:48][c:49]2-[c:50]2[cH:51][cH:52][cH:53][cH:54][cH:55]2)[CH:56]2[CH2:57][CH2:58][CH2:59][CH2:60][CH2:61]2)[CH2:62][CH2:63][CH2:64][CH2:65][CH2:66]1.[F-:67].[K+:68].[O-:70][C:71]([CH3:72])=[O:73].[O-:74][C:75]([CH3:76])=[O:77].[OH:33][B:34]([OH:35])[c:36]1[cH:37][cH:38][cH:39][cH:40][cH:41]1.[Pd+2:69]>>[C:1]([CH3:2])([CH3:3])([CH3:4])[O:5][C:6]([CH2:7][CH2:8][N:9]1[CH2:10][c:11]2[cH:12][cH:13][c:14]([CH2:19][O:20][c:21]3[cH:22][c:23]([C:28]([F:29])([F:30])[F:31])[c:24](-[c:36]4[cH:37][cH:38][cH:39][cH:40][cH:41]4)[cH:25][cH:26]3)[cH:15][c:16]2[CH2:17][CH2:18]1)=[O:32]. The reactants are [Br-], N#CC1CCC(C2CCC(CCCC=O)CC2)CC1, COC(C)(C)C, C[P+](c1ccccc1)(c1ccccc1)c1ccccc1, O. Product: C=CCCCC1CCC(C2CCC(C#N)CC2)CC1. Reaction SMILES: [Br-:26].[C:1](#[N:2])[CH:3]1[CH2:4][CH2:5][CH:6]([CH:9]2[CH2:10][CH2:11][CH:12]([CH2:15][CH2:16][CH2:17][CH:18]=[O:19])[CH2:13][CH2:14]2)[CH2:7][CH2:8]1.[CH3:20][O:21][C:22]([CH3:23])([CH3:24])[CH3:25].[CH3:27][P+:28]([c:29]1[cH:30][cH:31][cH:32][cH:33][cH:34]1)([c:35]1[cH:36][cH:37][cH:38][cH:39][cH:40]1)[c:41]1[cH:42][cH:43][cH:44][cH:45][cH:46]1.[OH2:47]>>[C:1](#[N:2])[CH:3]1[CH2:4][CH2:5][CH:6]([CH:9]2[CH2:10][CH2:11][CH:12]([CH2:15][CH2:16][CH2:17][CH:18]=[CH2:20])[CH2:13][CH2:14]2)[CH2:7][CH2:8]1. Reactants: BrC1=NC2=C(N1)C=C(C(=C2Cl)Cl)Cl (2-Bromo4,5,6-trichloro-1H-benzimidazole), C/C(=N\[Si](C)(C)C)/O[Si](C)(C)C (N,O-bis(trimethylsilyl)acetamide), C[Si](C)(C)OS(=O)(=O)C(F)(F)F (trimethylsilyltrifluoromethane sulfonate), C(C)(=O)OC1[C@H](OC(C)=O)[C@H](OC(C)=O)[C@H](O1)C (1,2,3-tri-O-acetyl-5-deoxyribofuranose). The solvent is C(C)#N (acetonitrile), C(C)#N (acetonitrile), C(C)(=O)OCC (ethyl acetate). Conditions: temperature 70 celsius, time 20 minute. Yields the product BrC1=NC2=C(N1[C@H]1[C@H](OC(C)=O)[C@H](OC(C)=O)[C@H](O1)C)C=C(C(=C2Cl)Cl)Cl (2-Bromo4,5,6-trichloro-1-(2,3-di-O-acetyl-5-deoxy-beta-D-ribofuranosyl )-1H-benzimidazole). The yield is 57.9%. Reaction SMILES: [Br:1][C:2]1[NH:6][C:5]2[CH:7]=[C:8]([Cl:13])[C:9]([Cl:12])=[C:10]([Cl:11])[C:4]=2[N:3]=1.C/C(/O[Si](C)(C)C)=N\[Si](C)(C)C.C(O[CH:30]1[O:42][C@H:41]([CH3:43])[C@@H:36]([O:37][C:38](=[O:40])[CH3:39])[C@H:31]1[O:32][C:33](=[O:35])[CH3:34])(=O)C.C[Si](OS(C(F)(F)F)(=O)=O)(C)C>C(#N)C.C(OCC)(=O)C>[Br:1][C:2]1[N:6]([C@@H:30]2[O:42][C@H:41]([CH3:43])[C@@H:36]([O:37][C:38](=[O:40])[CH3:39])[C@H:31]2[O:32][C:33](=[O:35])[CH3:34])[C:5]2[CH:7]=[C:8]([Cl:13])[C:9]([Cl:12])=[C:10]([Cl:11])[C:4]=2[N:3]=1. Reported procedure: 2-Bromo4,5,6-trichloro-1H-benzimidazole (0.3 g, 1 mmol), acetonitrile (10 mL), and N,O-bis(trimethylsilyl)acetamide were stirred at 70° C. for 15 min., giving a homogeneous solution. To the solution was then added 1,2,3-tri-O-acetyl-5-deoxyribofuranose (0.31 g, 1.2 mmol) in acetonitrile (5 mL) and trimethylsilyltrifluoromethane sulfonate (0.25 mL, 1.3 mmol). The resulting mixture was allowed to stir at 70° C. for 20 min. The mixture was then allowed to cool to RT and was diluted with ethyl aceta... Reactants: CNC (dimethylamine), C1(=CC=CC=C1)CCCCCC1=C(OCC2OC2)C=CC=C1 (2-[2-(5-phenylpentyl)phenoxymethyl]oxirane). Run in O1CCCC1 (tetrahydrofuran). Run at time 1 day. Yields the product CN(C)CC(COC1=C(C=CC=C1)CCCCCC1=CC=CC=C1)O (3-(N,N-Dimethylamino)-1-[2-(5-phenylpentyl)phenoxy]-2-propanol). Isolated yield 96.0%. As a reaction SMILES: [CH3:1][NH:2][CH3:3].[C:4]1([CH2:10][CH2:11][CH2:12][CH2:13][CH2:14][C:15]2[CH:25]=[CH:24][CH:23]=[CH:22][C:16]=2[O:17][CH2:18][CH:19]2[CH2:21][O:20]2)[CH:9]=[CH:8][CH:7]=[CH:6][CH:5]=1>O1CCCC1>[CH3:1][N:2]([CH2:21][CH:19]([OH:20])[CH2:18][O:17][C:16]1[CH:22]=[CH:23][CH:24]=[CH:25][C:15]=1[CH2:14][CH2:13][CH2:12][CH2:11][CH2:10][C:4]1[CH:5]=[CH:6][CH:7]=[CH:8][CH:9]=1)[CH3:3]. Procedure details: 0.7 ml of 50% by volume aqueous dimethylamine was added to a solution of 0.208 g of 2-[2-(5-phenylpentyl)phenoxymethyl]oxirane [prepared as described in step (a) above] in 9 ml of tetrahydrofuran, and the mixture was stirred at room temperature for one day. At the end of this time, the solvent was removed by distillation under reduced pressure, and the resulting residue was purified by column chromatography through silica gel, using a 20:1 by volume mixture of methylene chloride and methanol as ...